From a dataset of the Open Reaction Database (ORD), a public repository of structured organic reaction records. describe an organic reaction: reactants, conditions, products, and yield Starting materials: CC(C(C1=CC=CC=C1)N)(C)N1C(CCC1)C ([2-methyl-2-(2-methyl-1-pyrrolidinyl)-1-phenylpropyl]amine), ClC1=C(C(=O)O)C=CC=C1C(F)(F)F (2-chloro-3-(trifluoromethyl)benzoic acid), C(CCl)Cl (EDC), C=1C=CC2=C(C1)N=NN2O (HOBt), C(O)([O-])=O.[Na+] (sodium hydrogen carbonate). The solvent is C(Cl)Cl (DCM). Reaction conditions: time 66 hour. The product is ClC1=C(C(=O)NC(C(C)(N2C(CCC2)C)C)C2=CC=CC=C2)C=CC=C1C(F)(F)F ((±)2-Chloro-N-[2-methyl-2-(2-methyl-1-pyrrolidinyl)-1-phenylpropyl]-3-(trifluoromethyl)benzamide). RXN SMILES: [CH3:1][C:2]([N:12]1[CH2:16][CH2:15][CH2:14][CH:13]1[CH3:17])([CH3:11])[CH:3]([NH2:10])[C:4]1[CH:9]=[CH:8][CH:7]=[CH:6][CH:5]=1.[Cl:18][C:19]1[C:27]([C:28]([F:31])([F:30])[F:29])=[CH:26][CH:25]=[CH:24][C:20]=1[C:21](O)=[O:22].C(Cl)CCl.C1C=CC2N(O)N=NC=2C=1.C(=O)([O-])O.[Na+]>C(Cl)Cl>[Cl:18][C:19]1[C:27]([C:28]([F:29])([F:30])[F:31])=[CH:26][CH:25]=[CH:24][C:20]=1[C:21]([NH:10][CH:3]([C:4]1[CH:9]=[CH:8][CH:7]=[CH:6][CH:5]=1)[C:2]([CH3:1])([N:12]1[CH2:16][CH2:15][CH2:14][CH:13]1[CH3:17])[CH3:11])=[O:22] |f:4.5|. Reported procedure: A mixture of [2-methyl-2-(2-methyl-1-pyrrolidinyl)-1-phenylpropyl]amine D26 (0.150 g; 0.647 mmol), 2-chloro-3-(trifluoromethyl)benzoic acid (0.174 g; 0.775 mmol), EDC (0.149 g; 0.777 mmol) and HOBt (0.020 g; 0.148 mmol) in DCM (4 ml) was shaken at room temperature for 66 hours. Saturated sodium hydrogen carbonate (8 ml) was added and shaking continued for 0.5 hours. The organic layer was passed through a phase separation cartridge and applied to a 2 g SCX column. The column was washed with DCM a... Reactants: [BH4-], [BH3-]C#N, CC(=O)O, CO, Cl, NC1CCC(O)CC1, [Na+], [Na+], O=C1CCCCC1. The product is OC1CCC(NC2CCCCC2)CC1. RXN SMILES: [BH4-:21].[C:17]([BH3-:18])#[N:19].[C:25]([OH:26])(=[O:27])[CH3:28].[CH3:23][OH:24].[ClH:1].[NH2:2][CH:3]1[CH2:4][CH2:5][CH:6]([OH:9])[CH2:7][CH2:8]1.[Na+:20].[Na+:22].[O:10]=[C:11]1[CH2:12][CH2:13][CH2:14][CH2:15][CH2:16]1>>[NH:2]([CH:3]1[CH2:4][CH2:5][CH:6]([OH:9])[CH2:7][CH2:8]1)[CH:11]1[CH2:12][CH2:13][CH2:14][CH2:15][CH2:16]1. Reactants: CCOC(=O)CC(O)c1ccc(C)nc1, CC(=O)OC(C)=O, CN(C)c1ccncc1, [Na+], [OH-], c1ccncc1. RXN SMILES: [CH2:1]([CH3:2])[O:3][C:4]([CH2:5][CH:6]([c:7]1[cH:8][cH:9][c:10]([CH3:13])[n:11][cH:12]1)[OH:14])=[O:15].[CH3:16][C:17](=[O:18])[O:19][C:20](=[O:21])[CH3:22].[CH3:31][N:32]([CH3:33])[c:34]1[cH:35][cH:36][n:37][cH:38][cH:39]1.[Na+:30].[OH-:29].[cH:23]1[cH:24][cH:25][n:26][cH:27][cH:28]1>>[CH2:1]([CH3:2])[O:3][C:4]([CH2:5][CH:6]([c:7]1[cH:8][cH:9][c:10]([CH3:13])[n:11][cH:12]1)[O:14][C:17]([CH3:16])=[O:18])=[O:15]. Product: CCOC(=O)CC(OC(C)=O)c1ccc(C)nc1. The reactants are CO, CCOC(=O)C(C)(C)Oc1ccccc1, [Li+], [OH-]. The product is CC(C)(Oc1ccccc1)C(=O)O. As a reaction SMILES: [CH3:18][OH:19].[CH3:1][C:2]([C:3](=[O:4])[O:5][CH2:6][CH3:7])([CH3:8])[O:9][c:10]1[cH:11][cH:12][cH:13][cH:14][cH:15]1.[Li+:17].[OH-:16]>>[CH3:1][C:2]([C:3](=[O:4])[OH:5])([CH3:8])[O:9][c:10]1[cH:11][cH:12][cH:13][cH:14][cH:15]1. The reactants are BrCC1CO1, CN(C)C=O, Oc1ccc(F)cc1, [H-], [Na+]. Yields the product Fc1ccc(OOCC2CO2)cc1. Reaction SMILES: [Br:11][CH2:12][CH:13]1[CH2:14][O:15]1.[CH3:16][N:17]([CH3:18])[CH:20]=[O:19].[F:1][c:2]1[cH:3][cH:4][c:5]([OH:8])[cH:6][cH:7]1.[H-:9].[Na+:10]>>[F:1][c:2]1[cH:3][cH:4][c:5]([O:8][O:19][CH2:12][CH:13]2[CH2:14][O:15]2)[cH:6][cH:7]1. Starting materials: material, bis-perfluorovinyl ether, BrC(C(OC1=CC=C(C=C1)C(C)(C1=CC=C(C=C1)OC(C(Br)(F)F)(F)F)C1=CC=C(C=C1)OC(C(Br)(F)F)(F)F)(F)F)(F)F (1,1,1-tris(4-(2-bromotetrafluoroethoxy)phenyl)ethane). Run in C(C)#N (acetonitrile). Yields the product FC(=C(F)F)OC1=CC=C(C=C1)C(C)(C1=CC=C(C=C1)OC(=C(F)F)F)C1=CC=C(C=C1)OC(=C(F)F)F (1,1,1-Tris(4-Trifluoroethenyloxyphenyl)Ethane). RXN SMILES: Br[C:2]([F:44])([F:43])[C:3](F)([F:41])[O:4][C:5]1[CH:10]=[CH:9][C:8]([C:11]([C:27]2[CH:32]=[CH:31][C:30]([O:33][C:34](F)([F:39])[C:35]([F:38])([F:37])Br)=[CH:29][CH:28]=2)([C:13]2[CH:18]=[CH:17][C:16]([O:19][C:20](F)([F:25])[C:21]([F:24])([F:23])Br)=[CH:15][CH:14]=2)[CH3:12])=[CH:7][CH:6]=1>C(#N)C>[F:25][C:20]([O:19][C:16]1[CH:17]=[CH:18][C:13]([C:11]([C:8]2[CH:7]=[CH:6][C:5]([O:4][C:3]([F:41])=[C:2]([F:43])[F:44])=[CH:10][CH:9]=2)([C:27]2[CH:28]=[CH:29][C:30]([O:33][C:34]([F:39])=[C:35]([F:37])[F:38])=[CH:31][CH:32]=2)[CH3:12])=[CH:14][CH:15]=1)=[C:21]([F:24])[F:23]. Procedure details: A sample of impure tris-perfluorovinyl ether ("tris") (180.8 g, 93.5% tris-, 6.5% bis-perfluorovinyl ether purity as determined by gas chromotography corresponding to mole percent) is diluted with 1500 mL of hexane to make an approximately 10% (by volume) solution. The pumps are started, with hexane pumped into the bottom of the column (above the acetonitrile take-off) and acetonitrile pumped into the top of the column (below the hexane take-off). The flow rates are adjusted to 90 mL/min for hex... Reactants: C(CCl)Cl (EDC), C1COCCN1CCS(=O)(=O)O (MES), P(O)(=O)(OP(=O)(O)O)OC[C@@H]1[C@H]([C@H]([C@@H](O1)N1C=NC=2C(N)=NC=NC12)O)O.[K] (ADP monopotassium), C1CN(CCN1CCCS(=O)(=O)O)CCO (EPPS), C([C@@H]1[C@H]([C@@H]([C@H]([C@H](O1)O[C@@H]2[C@@H]([C@H]([C@@H]([C@H](O2)CO)O)O)O)O)O)O)O (trehalose), C(CCl)Cl (EDC), P(O)(=O)(OP(=O)(O)O)OC[C@@H]1[C@H]([C@H]([C@@H](O1)N1C=NC=2C(N)=NC=NC12)O)O (ADP), P(O)(=O)(OP(=O)(O)O)OC[C@@H]1[C@H]([C@H]([C@@H](O1)N1C=NC=2C(N)=NC=NC12)O)O (ADP), inorganic phosphate. The reagents and catalysts are [Au] (Gold). The solvent is O (water), O (water), O (water). Yields the product P(O)(=O)(OP(=O)(O)O)OC[C@@H]1[C@H]([C@H]([C@@H](O1)N1C=NC=2C(N)=NC=NC12)O)O.C(CCl)Cl (ADP EDC). Reaction SMILES: [P:1]([O:9][CH2:10][C@H:11]1[O:15][C@@H:14]([N:16]2[C:25]3[N:24]=[CH:23][N:22]=[C:20]([NH2:21])[C:19]=3[N:18]=[CH:17]2)[C@H:13]([OH:26])[C@@H:12]1[OH:27])([O:4][P:5]([OH:8])([OH:7])=[O:6])(=[O:3])[OH:2].[K].C1N(CCCS(O)(=O)=O)CCN(CCO)C1.C(O)[C@H]1O[C@H](O[C@H]2O[C@H](CO)[C@@H](O)[C@H](O)[C@H]2O)[C@H](O)[C@@H](O)[C@@H]1O.C1N(CCS(O)(=O)=O)CCOC1.P(OC[C@H]1O[C@@H](N2C3N=CN=C(N)C=3N=C2)[C@H](O)[C@@H]1O)(OP(O)(O)=O)(=O)O.[CH2:107]([Cl:110])[CH2:108][Cl:109]>[Au].O>[P:1]([O:9][CH2:10][C@H:11]1[O:15][C@@H:14]([N:16]2[C:25]3[N:24]=[CH:23][N:22]=[C:20]([NH2:21])[C:19]=3[N:18]=[CH:17]2)[C@H:13]([OH:26])[C@@H:12]1[OH:27])([O:4][P:5]([OH:7])([OH:8])=[O:6])(=[O:2])[OH:3].[CH2:107]([Cl:110])[CH2:108][Cl:109] |f:0.1,9.10,^1:27|. Reported procedure: 500 ul of 20 mM ADP monopotassium salt (Fluka product code 01899) was mixed with 200 ul of 0.5M EPPS pH 8.5, 100 ul of trehalose (1 g in 2 ml water), 200 ul of water and 5 μl of either 2M EDC (final concentration 10 mM) or water. Aliquots of 100 ul were freeze dried using the drying program given in Example 6. The two types of dry powders (i.e. with and without EDC) were reconstituted with 100 ul of cationised BSA prepared as described in Example 15 (but desalted into water instead of EPPS buffe... Reactants: FC1=C(C(=O)N)C(=CC=C1)[N+](=O)[O-] (2-fluoro-6-nitrobenzamide), CC1(C2=C(C(=CC=C2)P(C3=CC=CC=C3)C4=CC=CC=C4)OC5=C(C=CC=C51)P(C6=CC=CC=C6)C7=CC=CC=C7)C (Xantphos), C([O-])([O-])=O.[Cs+].[Cs+] (cesium carbonate), BrC1=CC(=CC=C1)CC(F)(F)F (1-bromo-3-(2,2,2-trifluoroethyl)benzene). Reagents/catalysts: C(C)(=O)[O-].[Pd+2].C(C)(=O)[O-] (palladium acetate). Solvent: O1CCOCC1 (dioxane). Conditions: temperature 100 celsius, time 16 hour. Yields the product FC1=C(C(=O)NC2=CC(=CC=C2)CC(F)(F)F)C(=CC=C1)[N+](=O)[O-] (2-fluoro-6-nitro-N-(3-(2,2,2-trifluoroethyl)phenyl)benzamide). Isolated yield 50.3%. RXN SMILES: [F:1][C:2]1[CH:10]=[CH:9][CH:8]=[C:7]([N+:11]([O-:13])=[O:12])[C:3]=1[C:4]([NH2:6])=[O:5].CC1(C)C2C(=C(P(C3C=CC=CC=3)C3C=CC=CC=3)C=CC=2)OC2C(P(C3C=CC=CC=3)C3C=CC=CC=3)=CC=CC1=2.C(=O)([O-])[O-].[Cs+].[Cs+].Br[C:63]1[CH:68]=[CH:67][CH:66]=[C:65]([CH2:69][C:70]([F:73])([F:72])[F:71])[CH:64]=1>O1CCOCC1.C([O-])(=O)C.[Pd+2].C([O-])(=O)C>[F:1][C:2]1[CH:10]=[CH:9][CH:8]=[C:7]([N+:11]([O-:13])=[O:12])[C:3]=1[C:4]([NH:6][C:67]1[CH:68]=[CH:63][CH:64]=[C:65]([CH2:69][C:70]([F:71])([F:73])[F:72])[CH:66]=1)=[O:5] |f:2.3.4,7.8.9|. Reported procedure: Under nitrogen, to 2-fluoro-6-nitrobenzamide (921 mg, 5.00 mmol, 1.00 equiv) in dioxane (5.0 mL) at 23° C. was added palladium acetate (225 mg, 1.00 mmol, 0.200 equiv), Xantphos (868 mg, 1.50 mmol, 0.300 equiv), cesium carbonate (2.28 g, 7.00 mmol, 1.40 equiv), and 1-bromo-3-(2,2,2-trifluoroethyl)benzene (1.31 g, 5.50 mmol, 1.10 equiv). After stirring for 16 hr at 100° C., the reaction mixture was concentrated in vacuo and the residue was purified by column chromatography eluting with EtOAc/hexa... Starting materials: FC1=C(C=C(C=C1)O[C@H]1C[C@H](C1)N(C(OC(C)(C)C)=O)CC=1C=2N(C=CC1)C=CN2)C(F)(F)F (1,1-dimethylethyl (cis-3-{[4-fluoro-3-(trifluoromethyl)phenyl]oxy}cyclobutyl)(imidazo[1,2-a]pyridin-8-ylmethyl)carbamate), maleate salt, C(\C=C/C(=O)O)(=O)O (maleic acid). The product is C(\C=C/C(=O)O)(=O)O.FC1=C(C=C(C=C1)O[C@H]1C[C@H](C1)NCC=1C=2N(C=CC1)C=CN2)C(F)(F)F (cis-3-{[4-Fluoro-3-(trifluoromethyl)phenyl]oxy}-N-(imidazo[1,2-a]pyridin-8-ylmethyl)cyclobutanamine, maleate salt). As a reaction SMILES: [F:1][C:2]1[CH:7]=[CH:6][C:5]([O:8][C@@H:9]2[CH2:12][C@H:11]([N:13]([CH2:21][C:22]3[C:23]4[N:24]([CH:28]=[CH:29][N:30]=4)[CH:25]=[CH:26][CH:27]=3)C(=O)OC(C)(C)C)[CH2:10]2)=[CH:4][C:3]=1[C:31]([F:34])([F:33])[F:32].[C:35]([OH:42])(=[O:41])/[CH:36]=[CH:37]\[C:38]([OH:40])=[O:39]>>[C:35]([OH:42])(=[O:41])/[CH:36]=[CH:37]\[C:38]([OH:40])=[O:39].[F:1][C:2]1[CH:7]=[CH:6][C:5]([O:8][C@@H:9]2[CH2:12][C@H:11]([NH:13][CH2:21][C:22]3[C:23]4[N:24]([CH:28]=[CH:29][N:30]=4)[CH:25]=[CH:26][CH:27]=3)[CH2:10]2)=[CH:4][C:3]=1[C:31]([F:33])([F:32])[F:34] |f:2.3|. Procedure: Prepared similarly to Example 16 by acidic deprotection of 1,1-dimethylethyl (cis-3-{[4-fluoro-3-(trifluoromethyl)phenyl]oxy}cyclobutyl)(imidazo[1,2-a]pyridin-8-ylmethyl)carbamate followed by conversion of the product into the maleate salt with maleic acid. Starting materials: cuprous cyanide, BrC=1C=CC2=C(C(=CCS2)C2=CC(=CC=C2)C)C1 (6-Bromo-4-(3-methylphenyl)-2H-1-benzothiopyran), CC=1C=C(C=CC1)[Mg]Br (3-methylphenylmagnesium bromide), BrC=1C=C2SCC(OC2=CC1)=O (6-bromo-4-thiachromanone), BrC=1C=CC2=C(C(CCS2)(C2=CC(=CC=C2)C)O)C1 (6-bromo-4-hydroxy-4-(3-methylphenyl)-3,4-dihydro-2H-1-benzothiopyran), N (ammonia). Solvent: CN(C=O)C (dimethylformamide), C1(=CC=CC=C1)C (Toluene), C(C)OCC (ethyl ether). Reaction conditions: time 6 hour. Yields the product C(#N)C=1C=CC2=C(C(=CCS2)C2=CC(=CC=C2)C)C1 (6-Cyano-4-(3-methylphenyl)-2H-1-benzothiopyran). As a reaction SMILES: BrC1C=C[C:5]2[S:10]CC=[C:7]([C:11]3[CH:16]=[CH:15][CH:14]=[C:13]([CH3:17])[CH:12]=3)[C:6]=2C=1.[CH3:19][C:20]1[CH:21]=[C:22]([Mg]Br)[CH:23]=[CH:24][CH:25]=1.BrC1C=C2C(=CC=1)OC(=O)CS2.BrC1C=CC2SCCC(O)(C3C=CC=C(C)C=3)C=2C=1.[NH3:59]>C1(C)C=CC=CC=1.CN(C)C=O.C(OCC)C>[C:19]([C:20]1[CH:25]=[CH:24][C:23]2[S:10][CH2:5][CH:6]=[C:7]([C:11]3[CH:16]=[CH:15][CH:14]=[C:13]([CH3:17])[CH:12]=3)[C:22]=2[CH:21]=1)#[N:59]. Reported procedure: 6-Bromo-4-(3-methylphenyl)-2H-1-benzothiopyran (31.89 g., 0.10 mole) [prepared by addition of 3-methylphenylmagnesium bromide to an ethyl ether solution of 6-bromo-4-thiachromanone and subsequent dehydration of the resulting 6-bromo-4-hydroxy-4-(3-methylphenyl)-3,4-dihydro-2H-1-benzothiopyran] is added dropwise to a stirred mixture of cuprous cyanide (12.5 g., 0.14 mole) and 35 ml. dimethylformamide at 160° C. Heating is continued at 160°-170° C. for six hours. The cooled reaction mixture is add...